This data is from the Open Reaction Database (ORD), a public repository of structured organic reaction records. The task is: describe an organic reaction: reactants, conditions, products, and yield Reactants: ClCCC1=CNC2=NC=CC=C21 (3-(2-Chloroethyl)-1H-pyrrolo[2,3-b]pyridine), [I-].[Na+] (sodium iodide), N (ammonia). The solvent is CO (methanol). Reaction conditions: temperature 60 celsius. Yields the product N1C=C(C=2C1=NC=CC2)CCN (2-(1H-PYRROLO[2,3-B]PYRIDIN-3-YL)ETHYLAMINE). Reaction SMILES: Cl[CH2:2][CH2:3][C:4]1[C:12]2[C:7](=[N:8][CH:9]=[CH:10][CH:11]=2)[NH:6][CH:5]=1.[I-].[Na+].[NH3:15]>CO>[NH:6]1[C:7]2=[N:8][CH:9]=[CH:10][CH:11]=[C:12]2[C:4]([CH2:3][CH2:2][NH2:15])=[CH:5]1 |f:1.2|. Procedure details: A mixture of 3-(2-Chloroethyl)-1H-pyrrolo[2,3-b]pyridine (4.0 g) and sodium iodide (3.2 g, 0.95 eq.) in a solution of ammonia in methanol (7 N, 20 mL) is heated to 60° C. in a Fischer-Porter sealed pressure bottle for 48 h. The bottle is cooled, opened cautiously and the solvent removed in vacuo. The resultant residue is recrystallized from THF to give the title ethylamine compound as a tan solid, 4.8 g, identified by HPLC and mass spectral analyses.